Task: describe an organic reaction: reactants, conditions, products, and yield. Dataset: the Open Reaction Database (ORD), a public repository of structured organic reaction records Starting materials: [Li]CCCC, CN(C)S(=O)(=O)n1cccn1, CSSC, CCCCCC, C1CCOC1, O. The product is CSc1ccnn1S(=O)(=O)N(C)C. Reaction SMILES: [CH2:17]([Li:18])[CH2:19][CH2:20][CH3:21].[CH3:1][N:2]([S:3](=[O:4])(=[O:5])[n:6]1[n:7][cH:8][cH:9][cH:10]1)[CH3:11].[CH3:22][S:23][S:24][CH3:25].[CH3:26][CH2:27][CH2:28][CH2:29][CH2:30][CH3:31].[O:12]1[CH2:13][CH2:14][CH2:15][CH2:16]1.[OH2:32]>>[CH3:1][N:2]([S:3](=[O:4])(=[O:5])[n:6]1[n:7][cH:8][cH:9][c:10]1[S:23][CH3:22])[CH3:11]. Run at time 16 hour. Procedure: To a vigorously stirred solution of aminoacetonitrile (20 g; 0.216 mole), NaHCO3 (50 g; 0.595 mole) in water (450 ml) and dioxane (250 ml), 50% benzyl chloroformate in toluene (67.88 ml; 0.475 mole) was added at 0° C. After stirring at room temperature for 16 h, the reaction mixture was extracted with EtOAc. The EtOAc layer was washed with water and dried over anhydrous Na2SO4. Solvent was removed and the dark brown oil was purified by flash chromatography over silica gel with 30-50% EtOAc-PE 60... As a reaction SMILES: [NH2:1][CH2:2][C:3]#[N:4].[C:5]([O-:8])(O)=[O:6].[Na+].[C:10]1([CH3:16])[CH:15]=[CH:14][CH:13]=[CH:12][CH:11]=1>O.O1CCOCC1.ClC(OCC1C=CC=CC=1)=O>[CH2:16]([O:8][C:5](=[O:6])[NH:4][CH2:3][C:2]#[N:1])[C:10]1[CH:15]=[CH:14][CH:13]=[CH:12][CH:11]=1 |f:1.2|. Solvent: O (water), O1CCOCC1 (dioxane), ClC(=O)OCC1=CC=CC=C1 (benzyl chloroformate). Yields the product C(C1=CC=CC=C1)OC(NCC#N)=O (Cyanomethyl-carbamic acid benzyl ester). The reactants are NCC#N (aminoacetonitrile), C(=O)(O)[O-].[Na+] (NaHCO3), C1(=CC=CC=C1)C (toluene). Starting materials: CCO, CCOC(=O)c1cnn(C2CCCC2)c1C, [Li+], [OH-], O. Product: Cc1c(C(=O)O)cnn1C1CCCC1. Reaction SMILES: [CH3:19][CH2:20][OH:21].[CH:1]1([n:6]2[n:7][cH:8][c:9]([C:12](=[O:13])[O:14][CH2:15][CH3:16])[c:10]2[CH3:11])[CH2:2][CH2:3][CH2:4][CH2:5]1.[Li+:18].[OH-:17].[OH2:22]>>[CH:1]1([n:6]2[n:7][cH:8][c:9]([C:12](=[O:13])[OH:14])[c:10]2[CH3:11])[CH2:2][CH2:3][CH2:4][CH2:5]1. Run in O (water), O (water). Procedure details: A suspension of 16.1 g of 7-methyl-2,3-indolinedione in 120 ml of water was treated with a sufficient amount of a solution of 16.6 of sodium hydroxide in 55 ml of water to provide solution. A warm solution of 25.4 g of acetoxyacetylbiphenyl in 350 ml of ethanol was added, followed by the balance of the alkali solution. The mixture was refluxed for 2.5 hours. During the last 1/2 hour 50 ml of ethanol was distilled off. A 300 ml portion of water was added, the mixture was stirred, cooled and filte... Reaction SMILES: [CH3:1][C:2]1[CH:3]=[CH:4][CH:5]=[C:6]2[C:10]=1[NH:9][C:8](=O)[C:7]2=[O:12].[OH-:13].[Na+].C(OCC([C:22]1[CH:27]=[CH:26][CH:25]=[CH:24][C:23]=1[C:28]1[CH:33]=[CH:32][CH:31]=[CH:30][CH:29]=1)=O)(=O)C.[CH2:34]([OH:36])[CH3:35]>O>[OH:12][C:7]1[C:8]([C:26]2[CH:25]=[CH:24][C:23]([C:28]3[CH:33]=[CH:32][CH:31]=[CH:30][CH:29]=3)=[CH:22][CH:27]=2)=[N:9][C:10]2[C:6]([C:35]=1[C:34]([OH:13])=[O:36])=[CH:5][CH:4]=[CH:3][C:2]=2[CH3:1] |f:1.2|. Product: OC=1C(=NC2=C(C=CC=C2C1C(=O)O)C)C1=CC=C(C=C1)C1=CC=CC=C1 (3-Hydroxy-8-methyl-2-[1,1'-biphenyl]-4-yl-4-quinolinecarboxylic acid). Starting materials: 16.6, [OH-].[Na+] (sodium hydroxide), CC=1C=CC=C2C(C(NC12)=O)=O (7-methyl-2,3-indolinedione), C(C)(=O)OCC(=O)C1=C(C=CC=C1)C1=CC=CC=C1 (acetoxyacetylbiphenyl), C(C)O (ethanol). The reactants are Cc1ccc(S(=O)(=O)OC(CCOCc2ccccc2)CC(C#N)c2cccc(Cl)c2)cc1, C[Si](C)(C)[N-][Si](C)(C)C, [Li+], CN(C)C=O, O. Yields the product N#CC1(c2cccc(Cl)c2)CC1CCOCc1ccccc1. As a reaction SMILES: [CH3:11][c:12]1[cH:13][cH:14][c:15]([S:16]([O:17][CH:22]([CH2:23][CH:24]([C:25]#[N:26])[c:27]2[cH:28][c:29]([Cl:33])[cH:30][cH:31][cH:32]2)[CH2:34][CH2:35][O:36][CH2:37][c:38]2[cH:39][cH:40][cH:41][cH:42][cH:43]2)(=[O:18])=[O:19])[cH:20][cH:21]1.[CH3:2][Si:3]([N-:4][Si:5]([CH3:6])([CH3:7])[CH3:8])([CH3:9])[CH3:10].[Li+:1].[O:45]=[CH:46][N:47]([CH3:48])[CH3:49].[OH2:44]>>[CH:22]1([CH2:34][CH2:35][O:36][CH2:37][c:38]2[cH:39][cH:40][cH:41][cH:42][cH:43]2)[CH2:23][C:24]1([C:25]#[N:26])[c:27]1[cH:28][c:29]([Cl:33])[cH:30][cH:31][cH:32]1. Reactants: ClC1=C(C=CC(=C1)F)S(=O)(=O)Cl (2-chloro-4-fluorobenzenesulfonyl chloride), NC=1C=C(C=CC1)C1=NN=NN1 (5-(3-aminophenyl)tetrazole). The product is ClC1=C(C=CC(=C1)F)S(=O)(=O)NC1=CC(=CC=C1)C1=NN=NN1 (2-Chloro-4-fluoro-N-[3-(1H-tetrazol-5-yl)phenyl]benzenesulfonamide). Isolated yield 62.0%. Reaction SMILES: [Cl:1][C:2]1[CH:7]=[C:6]([F:8])[CH:5]=[CH:4][C:3]=1[S:9](Cl)(=[O:11])=[O:10].[NH2:13][C:14]1[CH:15]=[C:16]([C:20]2[NH:24][N:23]=[N:22][N:21]=2)[CH:17]=[CH:18][CH:19]=1>>[Cl:1][C:2]1[CH:7]=[C:6]([F:8])[CH:5]=[CH:4][C:3]=1[S:9]([NH:13][C:14]1[CH:19]=[CH:18][CH:17]=[C:16]([C:20]2[NH:24][N:23]=[N:22][N:21]=2)[CH:15]=1)(=[O:11])=[O:10]. Procedure details: The product was prepared according to General Procedure 6, described in Example 65, with 2-chloro-4-fluorobenzenesulfonyl chloride (12.6 mg, 0.055 mmol) and 5-(3-aminophenyl)tetrazole (8.0 mg, 0.050 mmol). The title compound was obtained in 62% yield (10.9 mg). MS (ESI+) calcd mass for C13H9ClFN5O2S 353.014951, found 353.015041. Starting materials: BrC1=C(C=C(C=C1)S(=O)(=O)Cl)F (4-Bromo-3-fluoro-benzenesulfonyl chloride), C(C)NCC (diethylamine). Run in ClCCl (dichloromethane). The product is BrC1=C(C=C(C=C1)S(=O)(=O)N(CC)CC)F (4-bromo-N,N-diethyl-3-fluorobenzenesulfonamide). Isolated yield 90.5%. Reaction SMILES: [Br:1][C:2]1[CH:7]=[CH:6][C:5]([S:8](Cl)(=[O:10])=[O:9])=[CH:4][C:3]=1[F:12].[CH2:13]([NH:15][CH2:16][CH3:17])[CH3:14]>ClCCl>[Br:1][C:2]1[CH:7]=[CH:6][C:5]([S:8]([N:15]([CH2:16][CH3:17])[CH2:13][CH3:14])(=[O:10])=[O:9])=[CH:4][C:3]=1[F:12]. Procedure details: According to general procedure C, 4-Bromo-3-fluoro-benzenesulfonyl chloride (0.40 g, 1.46 mmol) and diethylamine (0.38 mL, 3.65 mmol) were stirred together with dry dichloromethane (5 mL) for 16 hours. 4-bromo-N,N-diethyl-3-fluorobenzenesulfonamide (0.41 g, 90%) was provided after purification. HRMS: calcd for C10H13BrFNO2S, 308.98344; found (EI, M+.), 308.9822. HPLC purity 100.0% at 210-370 nm, 10.9 min.; the Xterra® RP18 column, 3.5μ, 150×4.6 mm column, 1.2 mL/min., 85/15-5/95 (ammonium format... Starting materials: CC(=O)SCCNC(=O)C(CS)NC(=O)C(C)C, CC(=O)OC(C)=O. The product is CC(=O)SCCNC(=O)C(CSC(C)=O)NC(=O)C(C)C. As a reaction SMILES: [C:1]([CH:2]([CH3:3])[CH3:4])(=[O:5])[NH:6][CH:7]([CH2:8][SH:9])[C:10](=[O:11])[NH:12][CH2:13][CH2:14][S:15][C:16]([CH3:17])=[O:18].[CH3:19][C:20](=[O:21])[O:22][C:23](=[O:24])[CH3:25]>>[C:1]([CH:2]([CH3:3])[CH3:4])(=[O:5])[NH:6][CH:7]([CH2:8][S:9][C:20]([CH3:19])=[O:21])[C:10](=[O:11])[NH:12][CH2:13][CH2:14][S:15][C:16]([CH3:17])=[O:18]. Starting materials: CO, O=C1Nc2cc([N+](=O)[O-])ccc2OC1CCCN1CCN(c2ccc(F)cc2)CC1, C1CCOC1. Product: Nc1ccc2c(c1)NC(=O)C(CCCN1CCN(c3ccc(F)cc3)CC1)O2. RXN SMILES: [CH3:31][OH:32].[F:1][c:2]1[cH:3][cH:4][c:5]([N:8]2[CH2:9][CH2:10][N:11]([CH2:14][CH2:15][CH2:16][CH:17]3[O:18][c:19]4[c:20]([cH:24][c:25]([N+:28]([O-:29])=[O:30])[cH:26][cH:27]4)[NH:21][C:22]3=[O:23])[CH2:12][CH2:13]2)[cH:6][cH:7]1.[O:33]1[CH2:34][CH2:35][CH2:36][CH2:37]1>>[F:1][c:2]1[cH:3][cH:4][c:5]([N:8]2[CH2:9][CH2:10][N:11]([CH2:14][CH2:15][CH2:16][CH:17]3[O:18][c:19]4[c:20]([cH:24][c:25]([NH2:28])[cH:26][cH:27]4)[NH:21][C:22]3=[O:23])[CH2:12][CH2:13]2)[cH:6][cH:7]1. Reactants: C(C)OC(=O)C=1N=C(SC1)N (2-amino-thiazole-4-carboxylic acid ethyl ester), C(C1=CC=CC=C1)(C1=CC=CC=C1)(C1=CC=CC=C1)Cl (trityl chloride). Run in N1=CC=CC=C1 (pyridine). Yields the product C(C1=CC=CC=C1)(C1=CC=CC=C1)(C1=CC=CC=C1)NC=1SC=C(N1)C(=O)O (2-(tritylamino)-thiazole-4-carboxylic acid). Yield: 71.7%. As a reaction SMILES: C([O:3][C:4]([C:6]1[N:7]=[C:8]([NH2:11])[S:9][CH:10]=1)=[O:5])C.[C:12](Cl)([C:25]1[CH:30]=[CH:29][CH:28]=[CH:27][CH:26]=1)([C:19]1[CH:24]=[CH:23][CH:22]=[CH:21][CH:20]=1)[C:13]1[CH:18]=[CH:17][CH:16]=[CH:15][CH:14]=1>N1C=CC=CC=1>[C:12]([NH:11][C:8]1[S:9][CH:10]=[C:6]([C:4]([OH:3])=[O:5])[N:7]=1)([C:13]1[CH:18]=[CH:17][CH:16]=[CH:15][CH:14]=1)([C:25]1[CH:26]=[CH:27][CH:28]=[CH:29][CH:30]=1)[C:19]1[CH:20]=[CH:21][CH:22]=[CH:23][CH:24]=1. Reported procedure: A solution of the commercially available 2-amino-thiazole-4-carboxylic acid ethyl ester 2a (3.8 g, 22 mmol) and trityl chloride (6.8 g, 24.3 mmol) in 30 ml pyridine was stirred at room temperature for 16 hours. The precipitate was filtered off and the filtrate was concentrated to reduce the volume to 20 ml. To the crude 2-(trityl-amino)-thiazole-4-carboxylic acid ethyl ester in 20 ml pyridine was added a solution of sodium hydroxide (5.4 g) in 50 ml of 60% ethanol in water. The reaction mixture ...